describe an organic reaction: reactants, conditions, products, and yield From a dataset of the Open Reaction Database (ORD), a public repository of structured organic reaction records. The reactants are BrCC[C@@H]1CC[C@H](CC1)CCCCC (trans-1-(2-bromoethyl)-4-n-pentylcyclohexane), [Mg] (magnesium), Cl[SiH]1CCC(CC1)C1=CC=C(C=C1)C1=CC(=C(C(=C1)F)OC(F)(F)F)F (4-(4-chloro-4-silacyclohexyl)3',5'-difluoro-4'-trifluoromethoxybiphenyl), P(=O)(OCC)(OCC)OCC (triethyl phosphate). Reagents/catalysts: [Cu]I (copper (I) iodide). Run in C1CCOC1 (THF), C1CCOC1 (THF). Product: FC=1C=C(C=C(C1OC(F)(F)F)F)C1=CC=CC=C1 (3',5'-difluoro-4'-trifluoromethoxybiphenyl). Yield: 90.1%. As a reaction SMILES: BrCC[C@H]1CC[C@H](CCCCC)CC1.[Mg].P(OCC)(OCC)(OCC)=O.Cl[SiH]1CCC([C:34]2[CH:39]=[CH:38][C:37]([C:40]3[CH:45]=[C:44]([F:46])[C:43]([O:47][C:48]([F:51])([F:50])[F:49])=[C:42]([F:52])[CH:41]=3)=[CH:36][CH:35]=2)CC1>[Cu]I.C1COCC1>[F:46][C:44]1[CH:45]=[C:40]([C:37]2[CH:36]=[CH:35][CH:34]=[CH:39][CH:38]=2)[CH:41]=[C:42]([F:52])[C:43]=1[O:47][C:48]([F:49])([F:50])[F:51]. Procedure: 26.1 g (0.1 mol) of trans-1-(2-bromoethyl)-4-n-pentylcyclohexane was dripped into a mixture of 2.5 g (0.11 mol) of magnesium and 300 ml of THF to obtain a Grignard's reagent. This solution was then dripped into a 500 ml THF solution of 0.5 g of triethyl phosphate, 0.1 g of copper (I) iodide and 40.7 g (0.1 mol) of 4-(4-chloro-4-silacyclohexyl)3',5'-difluoro-4'-trifluoromethoxybiphenyl. After a conventional after treatment, 4-(2-(trans-4-n-pentylcyclohexyl)ethyl)-4-silacyclohexyl)-3',5'-difluoro-... The reactants are FC1=C(C=CC=C1OC)C(CC)C1C(OC(OC1=O)(C)C)=O (5-(1-(2-Fluoro-3-methoxyphenyl)propyl)-2,2-dimethyl-1,3-dioxane-4,6-dione), CN(C)C=O.O (DMF water). Solvent: CCOCC (ether). Run at temperature 90 celsius, time 8 hour. Yields the product FC1=C(C=CC=C1OC)C(CC(=O)O)CC (3-(2-Fluoro-3-methoxyphenyl)pentanoic acid). Isolated yield 91.0%. As a reaction SMILES: [F:1][C:2]1[C:7]([O:8][CH3:9])=[CH:6][CH:5]=[CH:4][C:3]=1[CH:10]([CH:13]1C(=O)OC(C)(C)[O:15][C:14]1=[O:22])[CH2:11][CH3:12].CN(C=O)C.O>CCOCC>[F:1][C:2]1[C:7]([O:8][CH3:9])=[CH:6][CH:5]=[CH:4][C:3]=1[CH:10]([CH2:11][CH3:12])[CH2:13][C:14]([OH:22])=[O:15] |f:1.2|. Procedure: A 500 mL round bottom flask was charged with 5-(1-(2-fluoro-3-methoxyphenyl)propyl)-2,2-dimethyl-1,3-dioxane-4,6-dione 77.C (5.17 g, 16.7 mmol) and 10:1 DMF/water (80 mL). The pale yellow solution was stirred overnight at 90° C., cooled to room temperature, and diluted with ether. The combined organic layers were washed with water and brine, dried (MgSO4), and concentrated to afford 3-(2-fluoro-3-methoxyphenyl)pentanoic acid 77.D (3.44 g, 91.3% yield) as a yellow oil. The crude product was used ... RXN SMILES: [F:1][C:2]([F:6])([F:5])[S:3]Cl.[Cl:7][C:8]1[CH:16]=[CH:15][C:11]([CH2:12][N+:13]#[C-:14])=[CH:10][CH:9]=1.C(Cl)[Cl:18]>>[Cl:18][C:14](=[N:13][CH2:12][C:11]1[CH:15]=[CH:16][C:8]([Cl:7])=[CH:9][CH:10]=1)[S:3][C:2]([F:6])([F:5])[F:1]. Yields the product ClC(SC(F)(F)F)=NCC1=CC=C(C=C1)Cl (Trifluoromethyl 1-chloro-N-(p-chlorobenzyl)thioformimidate). Procedure: Trifluoromethylsulfenyl chloride (4.0 g, 0.03 mol) is bubbled over 30 minutes into a solution of 4-chlorobenzylisonitrile (3.0 g, 0.02 mol) in methylene chloride, causing the formation of a white precipitate. The suspension is stirred for 16 hours at room temperature and filtered to remove solids. The white filter cake is washed with methylene chloride and solvent is removed under reduced pressure to obtain an amber oil. Bulb-to-bulb distillation of the oil (90°-100° C., 0.05 mmHg) gives the tit... Conditions: time 16 hour. Reactants: FC(SCl)(F)F (Trifluoromethylsulfenyl chloride), ClC1=CC=C(C[N+]#[C-])C=C1 (4-chlorobenzylisonitrile), C(Cl)Cl (methylene chloride). Isolated yield 68.0%. Reactants: OC1=CC2=C(N=C(O2)C)C=C1 (6-hydroxy-2-methylbenzoxazole), BrCCCCCCCCCCCCCCCC (1-bromohexadecane), C([O-])([O-])=O.[K+].[K+] (potassium carbonate). The solvent is CN(C=O)C (N,N-dimethylformamide). Conditions: temperature 90 celsius, time 4.5 hour. The product is C(CCCCCCCCCCCCCCC)OC1=CC2=C(N=C(O2)C)C=C1 (6-hexadecyloxy-2-methylbenzoxazole). Isolated yield 100.5%. RXN SMILES: [OH:1][C:2]1[CH:11]=[CH:10][C:5]2[N:6]=[C:7]([CH3:9])[O:8][C:4]=2[CH:3]=1.Br[CH2:13][CH2:14][CH2:15][CH2:16][CH2:17][CH2:18][CH2:19][CH2:20][CH2:21][CH2:22][CH2:23][CH2:24][CH2:25][CH2:26][CH2:27][CH3:28].C(=O)([O-])[O-].[K+].[K+]>CN(C)C=O>[CH2:28]([O:1][C:2]1[CH:11]=[CH:10][C:5]2[N:6]=[C:7]([CH3:9])[O:8][C:4]=2[CH:3]=1)[CH2:27][CH2:26][CH2:25][CH2:24][CH2:23][CH2:22][CH2:21][CH2:20][CH2:19][CH2:18][CH2:17][CH2:16][CH2:15][CH2:14][CH3:13] |f:2.3.4|. Procedure: A mixture of 18.0 g of 6-hydroxy-2-methylbenzoxazole, 36.6 g of 1-bromohexadecane, 24.0 g of potassium carbonate and 120 ml of N,N-dimethylformamide was stirred at 90° C. for 4.5 hours. The reaction solution was filtered to remove solids and the filtrate was poured into 500 ml of methanol to precipitate crystals. These crystals were collected by filtration. 45.0 g of 6-hexadecyloxy-2-methylbenzoxazole was obtained.